Dataset: the Open Reaction Database (ORD), a public repository of structured organic reaction records. Task: describe an organic reaction: reactants, conditions, products, and yield Reactants: F[C@H]1CN(C[C@@H]1NC1=NC(=NC2=CC=C(C=C12)C)N1CCS(C2=C(C1)C=CC=C2)=O)C(=O)OCC2=CC=CC=C2 (benzyl (3S,4S)-3-fluoro-4-{[6-methyl-2-(1-oxido-2,3-dihydro-1,4-benzothiazepin-4(5H)-yl)quinazolin-4-yl]amino}pyrrolidine-1-carboxylate), CC=1C=C2C(NC(=NC2=CC1)N1CCS(C2=C(C1)C=CC=C2)=O)=O (6-methyl-2-(1-oxido-2,3-dihydro-1,4-benzothiazepin-4(5H)-yl)quinazolin-4(3H)-one), N1CC(CC1)NC(OC(C)(C)C)=O (tert-butyl (pyrrolidin-3-yl)carbamate). Yields the product CC=1C=C2C(=NC(=NC2=CC1)N1CCS(C2=C(C1)C=CC=C2)=O)N2CC(CC2)NC(OC(C)(C)C)=O (tert-Butyl {1-[6-methyl-2-(1-oxido-2,3-dihydro-1,4-benzothiazepin-4(5H)-yl)quinazolin-4-yl]pyrrolidin-3-yl}carbamate). As a reaction SMILES: F[C@@H]1[C@@H](NC2C3C(=CC=C(C)C=3)N=C(N3CC4C=CC=CC=4S(=O)CC3)N=2)CN(C(OCC2C=CC=CC=2)=O)C1.[CH3:41][C:42]1[CH:43]=[C:44]2[C:49](=[CH:50][CH:51]=1)[N:48]=[C:47]([N:52]1[CH2:58][C:57]3[CH:59]=[CH:60][CH:61]=[CH:62][C:56]=3[S:55](=[O:63])[CH2:54][CH2:53]1)[NH:46][C:45]2=O.[NH:65]1[CH2:69][CH2:68][CH:67]([NH:70][C:71](=[O:77])[O:72][C:73]([CH3:76])([CH3:75])[CH3:74])[CH2:66]1>>[CH3:41][C:42]1[CH:43]=[C:44]2[C:49](=[CH:50][CH:51]=1)[N:48]=[C:47]([N:52]1[CH2:58][C:57]3[CH:59]=[CH:60][CH:61]=[CH:62][C:56]=3[S:55](=[O:63])[CH2:54][CH2:53]1)[N:46]=[C:45]2[N:65]1[CH2:69][CH2:68][CH:67]([NH:70][C:71](=[O:77])[O:72][C:73]([CH3:75])([CH3:74])[CH3:76])[CH2:66]1. Procedure: The title compound was prepared in analogy to benzyl (3S,4S)-3-fluoro-4-{[6-methyl-2-(1-oxido-2,3-dihydro-1,4-benzothiazepin-4(5H)-yl)quinazolin-4-yl]amino}pyrrolidine-1-carboxylate in Example 92 by using 6-methyl-2-(1-oxido-2,3-dihydro-1,4-benzothiazepin-4(5H)-yl)quinazolin-4(3H)-one and tert-butyl (pyrrolidin-3-yl)carbamate. The reactants are C(C)(C)(C)C1=CC=C(C(=O)NC2=NC=3N(C(=C2)Cl)N=C(C3)C)C=C1 (4-tert-butyl-N-(7-chloro-2-methylpyrazolo[1,5-a]pyrimidin-5-yl)benzamide), OCC=1C=C(C=CC1)B(O)O (3-(hydroxymethyl)phenylboronic acid), C(=O)([O-])[O-].[Na+].[Na+] (Na2CO3), C(C)(C)(C)C1=CC=C(C(=O)NC2=NC=3N(C(=C2)Cl)N=C(C3)C)C=C1 (4-tert-butyl-N-(7-chloro-2-methylpyrazolo[1,5-a]pyrimidin-5-yl)benzamide). The reagents and catalysts are C=1C=CC(=CC1)[P](C=2C=CC=CC2)(C=3C=CC=CC3)[Pd]([P](C=4C=CC=CC4)(C=5C=CC=CC5)C=6C=CC=CC6)([P](C=7C=CC=CC7)(C=8C=CC=CC8)C=9C=CC=CC9)[P](C=1C=CC=CC1)(C=1C=CC=CC1)C=1C=CC=CC1 (Pd(PPh3)4). The solvent is N#N (N2), [Cl-].[Na+].O (brine). Reaction conditions: temperature 100 celsius, time 8 hour. The product is C(C)(C)(C)C1=CC=C(C(=O)NC2=NC=3N(C(=C2)C2=CC(=CC=C2)CO)N=C(C3)C)C=C1 (4-tert-butyl-N-(7-(3-(hydroxymethyl)phenyl)-2-methylpyrazolo[1,5-a]pyrimidin-5-yl)benzamide). Yield: 62.0%. As a reaction SMILES: [C:1]([C:5]1[CH:24]=[CH:23][C:8]([C:9]([NH:11][C:12]2[CH:17]=[C:16](Cl)[N:15]3[N:19]=[C:20]([CH3:22])[CH:21]=[C:14]3[N:13]=2)=[O:10])=[CH:7][CH:6]=1)([CH3:4])([CH3:3])[CH3:2].[OH:25][CH2:26][C:27]1[CH:28]=[C:29](B(O)O)[CH:30]=[CH:31][CH:32]=1.C([O-])([O-])=O.[Na+].[Na+]>N#N.[Cl-].[Na+].O.C1C=CC([P]([Pd]([P](C2C=CC=CC=2)(C2C=CC=CC=2)C2C=CC=CC=2)([P](C2C=CC=CC=2)(C2C=CC=CC=2)C2C=CC=CC=2)[P](C2C=CC=CC=2)(C2C=CC=CC=2)C2C=CC=CC=2)(C2C=CC=CC=2)C2C=CC=CC=2)=CC=1>[C:1]([C:5]1[CH:24]=[CH:23][C:8]([C:9]([NH:11][C:12]2[CH:17]=[C:16]([C:31]3[CH:30]=[CH:29][CH:28]=[C:27]([CH2:26][OH:25])[CH:32]=3)[N:15]3[N:19]=[C:20]([CH3:22])[CH:21]=[C:14]3[N:13]=2)=[O:10])=[CH:7][CH:6]=1)([CH3:4])([CH3:3])[CH3:2] |f:2.3.4,6.7.8,^1:50,52,71,90|. Procedure: A suspension of 4-tert-butyl-N-(7-chloro-2-methylpyrazolo[1,5-a]pyrimidin-5-yl)benzamide (1K, 40 mg, 1.0 equivalent), 3-(hydroxymethyl)phenylboronic acid (1.9 equivalents), Pd(PPh3)4 (0.10 equivalent), and Na2CO3 (4.0 equivalents) in N2-saturated 5:1 DMF/H2O (0.05 M with respect to 1K) was stirred at 100° C. overnight. After cooling, the mixture was diluted with brine and extracted with EtOAc. Combined organic layers were dried over MgSO4, filtered and concentrated. The crude product was purifie... Starting materials: C(C)(=O)N[C@H]1C(O)O[C@@H]([C@H]([C@@H]1O)O)CO (N-acetyl-D-glucosamine), Cl.OC1[C@H](N)[C@@H](O)[C@H](O)[C@H](O1)CO (D-glucosamine hydrochloride), Cl.OC1[C@H](N)[C@@H](O)[C@H](O)[C@H](O1)CO (D-glucosamine hydrochloride salt). Solvent: O (water). Product: OC1[C@H](N)[C@@H](O)[C@H](O)[C@H](O1)CO (D-glucosamine). RXN SMILES: C([NH:4][C@@H:5]1[C@@H:11]([OH:12])[C@H:10]([OH:13])[C@@H:9]([CH2:14][OH:15])[O:8][CH:6]1[OH:7])(=O)C.Cl.OC1O[C@H](CO)[C@@H](O)[C@H](O)[C@H]1N>O>[OH:7][CH:6]1[O:8][C@H:9]([CH2:14][OH:15])[C@@H:10]([OH:13])[C@H:11]([OH:12])[C@H:5]1[NH2:4] |f:1.2|. Procedure details: The synthesis of N-acetyl-D-glucosamine from D-glucosamine hydrochloride was performed in a single synthetic step as previously described (Zhu, et al. J Org Chem 71, 466-479, the method of which is herein incorporated by reference). Briefly, to a solution of the D-glucosamine hydrochloride salt (150 mg, 0.6 mmol) in water was added Dowex 200-400 mesh (OH—) anion-exchange resin and the pH was adjusted to 7.5. The resin was removed by filtration, yielding a D-glucosamine solution in 6 mL of water.... Reactants: [Cl-], CCO[Si](CCCCl)(OCC)OCC, [N-]=[N+]=[N-], [NH4+], [Na+]. Product: CCO[Si](CCCN=[N+]=[N-])(OCC)OCC. RXN SMILES: [Cl-:19].[Cl:1][CH2:2][CH2:3][CH2:4][Si:5]([O:6][CH2:7][CH3:8])([O:9][CH2:10][CH3:11])[O:12][CH2:13][CH3:14].[N-:16]=[N+:17]=[N-:18].[NH4+:20].[Na+:15]>>[CH2:2]([CH2:3][CH2:4][Si:5]([O:6][CH2:7][CH3:8])([O:9][CH2:10][CH3:11])[O:12][CH2:13][CH3:14])[N:16]=[N+:17]=[N-:18]. The product is NC=1C=NC2=CC(=CC=C2C1NCCCNC(OC(C)(C)C)=O)OCC1=CC=CC=C1 (tert-butyl 3-[(3-amino-7-benzyloxy-quinolin-4-yl)amino]propylcarbamate). Reaction SMILES: [CH2:1]([O:8][C:9]1[CH:18]=[C:17]2[C:12]([C:13]([NH:22][CH2:23][CH2:24][CH2:25][NH:26][C:27](=[O:33])[O:28][C:29]([CH3:32])([CH3:31])[CH3:30])=[C:14]([N+:19]([O-])=O)[CH:15]=[N:16]2)=[CH:11][CH:10]=1)[C:2]1[CH:7]=[CH:6][CH:5]=[CH:4][CH:3]=1>C(OCC)(=O)C.[Pt]>[NH2:19][C:14]1[CH:15]=[N:16][C:17]2[C:12]([C:13]=1[NH:22][CH2:23][CH2:24][CH2:25][NH:26][C:27](=[O:33])[O:28][C:29]([CH3:31])([CH3:30])[CH3:32])=[CH:11][CH:10]=[C:9]([O:8][CH2:1][C:2]1[CH:3]=[CH:4][CH:5]=[CH:6][CH:7]=1)[CH:18]=2. The reactants are C(C1=CC=CC=C1)OC1=CC=C2C(=C(C=NC2=C1)[N+](=O)[O-])NCCCNC(OC(C)(C)C)=O (tert-Butyl 3-[(7-benzyloxy-3-nitroquinolin-4-yl)amino]propylcarbamate). The reagents and catalysts are [Pt] (platinum on carbon). Procedure details: tert-Butyl 3-[(7-benzyloxy-3-nitroquinolin-4-yl)amino]propylcarbamate (60.0 g, 132.6 mmol) was dissolved in ethyl acetate (400 mL) and transferred to a Parr hydrogenation vessel charged with 5% platinum on carbon (15.6 g, 80 mmol, 0.03 eq). The vessel was purged with nitrogen gas and placed under hydrogen pressure (50 psi, 3.45×105 Pa) overnight. The catalyst was removed by filtration through a layer of CELITE filter aid, and the filter cake was rinsed with methanol and dichloromethane. The filt... Isolated yield 93.5%. Run in C(C)(=O)OCC (ethyl acetate).